From a dataset of the Open Reaction Database (ORD), a public repository of structured organic reaction records. describe an organic reaction: reactants, conditions, products, and yield Starting materials: FC=1C=C(C=C(C1)S(=O)(=O)C)N1CCN(CC1)C1=NC=NC2=CC=C(C=C12)C=1C=NN(C1)C(C1=CC=CC=C1)(C1=CC=CC=C1)C1=CC=CC=C1 (4-[4-(3-fluoro-5-methylsulfonylphenyl)piperazin-1-yl]-6-(1-trityl-1H-4-pyrazolyl)quinazoline), Cl (hydrochloride). Product: Cl.Cl.FC=1C=C(C=C(C1)S(=O)(=O)C)N1CCN(CC1)C1=NC=NC2=CC=C(C=C12)C=1C=NNC1 (4-[4-(3-Fluoro-5-methylsulfonylphenyl)piperazin-1-yl]-6-(1H-4-pyrazolyl)quinazoline dihydrochloride). RXN SMILES: [F:1][C:2]1[CH:3]=[C:4]([N:12]2[CH2:17][CH2:16][N:15]([C:18]3[C:27]4[C:22](=[CH:23][CH:24]=[C:25]([C:28]5[CH:29]=[N:30][N:31](C(C6C=CC=CC=6)(C6C=CC=CC=6)C6C=CC=CC=6)[CH:32]=5)[CH:26]=4)[N:21]=[CH:20][N:19]=3)[CH2:14][CH2:13]2)[CH:5]=[C:6]([S:8]([CH3:11])(=[O:10])=[O:9])[CH:7]=1.[ClH:52]>>[ClH:52].[ClH:52].[F:1][C:2]1[CH:3]=[C:4]([N:12]2[CH2:17][CH2:16][N:15]([C:18]3[C:27]4[C:22](=[CH:23][CH:24]=[C:25]([C:28]5[CH:32]=[N:31][NH:30][CH:29]=5)[CH:26]=4)[N:21]=[CH:20][N:19]=3)[CH2:14][CH2:13]2)[CH:5]=[C:6]([S:8]([CH3:11])(=[O:10])=[O:9])[CH:7]=1 |f:2.3.4|. Procedure: 130 mg 4-[4-(3-fluoro-5-methylsulfonylphenyl)piperazin-1-yl]-6-(1-trityl-1H-4-pyrazolyl)quinazoline obtained in Example 731 was subjected to deprotection of the trityl group and converted into the corresponding hydrochloride by the same method as in Example 163, to give 62 mg of the title compound as pale yellow crystals. 1H-NMR data are those of the salt in a free form. Reactants: N1=CC=CC=C1.CC(=O)O (pyridine HOAc), [Cu]=O (copper oxide). Conditions: temperature 650 celsius. Yields the product solution, CC(=O)[O-].CC(=O)[O-].[Cu+2] (Cu(OAc)2). RXN SMILES: [Cu:1]=O.N1C=CC=CC=1.[CH3:9][C:10]([OH:12])=[O:11]>>[CH3:9][C:10]([O-:12])=[O:11].[CH3:9][C:10]([O-:12])=[O:11].[Cu+2:1] |f:1.2,3.4.5|. Procedure details: A 0.4M solution of Cu(OAc)2 (0.5 g) in pyridine/HOAc (~4:1) was prepared at a temperature of approximately 120° C., generating a homogenous precursor solution. Thin films were deposited and heat treated on a 300° C. hot plate and then heated to 650° C. to form the copper oxide thin film. The reactants are O=C(O)Cc1ccc(Br)cc1, Cc1ccccc1, O=S(Cl)Cl. Product: O=C(Cl)Cc1ccc(Br)cc1. RXN SMILES: [Br:5][c:6]1[cH:7][cH:8][c:9]([CH2:12][C:13](=[O:14])[OH:15])[cH:10][cH:11]1.[CH3:16][c:17]1[cH:18][cH:19][cH:20][cH:21][cH:22]1.[S:1]([Cl:2])([Cl:3])=[O:4]>>[Cl:3][C:13]([CH2:12][c:9]1[cH:8][cH:7][c:6]([Br:5])[cH:11][cH:10]1)=[O:15]. The product is CC(C)(C)Oc1nccnc1CN1CCC(COc2ccccc2C(N)=O)CC1. As a reaction SMILES: [C:14]([NH2:15])(=[O:16])[c:17]1[c:18]([O:19][CH2:20][CH:21]2[CH2:22][CH2:23][NH:24][CH2:25][CH2:26]2)[cH:27][cH:28][cH:29][cH:30]1.[C:1]([CH3:2])([CH3:3])([CH3:4])[O:5][c:6]1[c:7]([CH:12]=[O:13])[n:8][cH:9][cH:10][n:11]1.[C:31]([O:32][BH-:33]([O:34][C:35](=[O:36])[CH3:37])[O:38][C:39](=[O:40])[CH3:41])(=[O:42])[CH3:43].[C:45](=[O:46])([OH:47])[O-:48].[CH3:53][CH2:54][O:55][C:56](=[O:57])[CH3:58].[Cl:50][CH2:51][Cl:52].[Na+:44].[Na+:49]>>[C:1]([CH3:2])([CH3:3])([CH3:4])[O:5][c:6]1[c:7]([CH2:12][N:24]2[CH2:23][CH2:22][CH:21]([CH2:20][O:19][c:18]3[c:17]([C:14]([NH2:15])=[O:16])[cH:30][cH:29][cH:28][cH:27]3)[CH2:26][CH2:25]2)[n:8][cH:9][cH:10][n:11]1. Reactants: NC(=O)c1ccccc1OCC1CCNCC1, CC(C)(C)Oc1nccnc1C=O, CC(=O)O[BH-](OC(C)=O)OC(C)=O, O=C([O-])O, CCOC(C)=O, ClCCl, [Na+], [Na+]. Reactants: O.Cl.NC1CCN(CC1)C1=CC=C(C=C1)C(=O)NCCCC (4-Amino-1-[4-(N-normal-butylaminocarbonyl)phenyl]-piperidine hydrochloride hydrate), C(C)(C)(C)OC(=O)NC1CCN(CC1)C1=CC=C(C=C1)C(=O)NCCCC (4-tert-Butoxycarbonylamino-1-[4-(N-normal-butylaminocarbonyl)phenyl]piperidine). Yields the product Cl.Cl.NC1CCN(CC1)C1=CC=C(C=C1)C(=O)N(CC)CC (4-Amino-1-[4-(N,N-diethylaminocarbonyl)phenyl]-piperidine dihydrochloride). As a reaction SMILES: O.[ClH:2].[NH2:3][CH:4]1[CH2:9][CH2:8][N:7]([C:10]2[CH:15]=[CH:14][C:13]([C:16]([NH:18][CH2:19][CH2:20]CC)=[O:17])=[CH:12][CH:11]=2)[CH2:6][CH2:5]1.[C:23](OC(NC1CCN(C2C=CC(C(NCCCC)=O)=CC=2)CC1)=O)(C)(C)[CH3:24]>>[ClH:2].[ClH:2].[NH2:3][CH:4]1[CH2:5][CH2:6][N:7]([C:10]2[CH:11]=[CH:12][C:13]([C:16]([N:18]([CH2:19][CH3:20])[CH2:23][CH3:24])=[O:17])=[CH:14][CH:15]=2)[CH2:8][CH2:9]1 |f:0.1.2,4.5.6|. Procedure details: By carrying out the operation as described in preparation 11b but using the product from the preceding stage instead of the product from preparation 11a, the title compound is obtained. Reactants: C(C1=CC=CC=C1)OC=1C=CC(=NC1)F (5-(Benzyloxy)-2-fluoropyridine), B(OC(C)C)(OC(C)C)OC(C)C (triisopropyl borate), C(C)(C)NC(C)C (diisopropylamine), C(CCC)[Li] (n-butyllithium). Run in C1CCOC1 (THF), C1CCOC1 (THF), C1CCOC1 (THF). Reaction conditions: temperature 0 celsius, time 30 minute. The product is C(C1=CC=CC=C1)OC=1C=C(C(=NC1)F)B(O)O (5-(Benzyloxy)-2-Fluoropyridin-3-Ylboronic Acid). Yield: 86.6%. Reaction SMILES: C(NC(C)C)(C)C.C([Li])CCC.[CH2:13]([O:20][C:21]1[CH:22]=[CH:23][C:24]([F:27])=[N:25][CH:26]=1)[C:14]1[CH:19]=[CH:18][CH:17]=[CH:16][CH:15]=1.[B:28](OC(C)C)([O:33]C(C)C)[O:29]C(C)C>C1COCC1>[CH2:13]([O:20][C:21]1[CH:22]=[C:23]([B:28]([OH:33])[OH:29])[C:24]([F:27])=[N:25][CH:26]=1)[C:14]1[CH:15]=[CH:16][CH:17]=[CH:18][CH:19]=1. Procedure: A solution of diisopropylamine (Aldrich) (0.33 mL, 2.16 mmol) in THF (5 mL) was cooled to 0° C. and treated with n-butyllithium (Aldrich) (0.94 mL, 2.36 mmol). The resulting mixture was stirred at 0° C. for 30 min and then cooled to −78° C. 5-(Benzyloxy)-2-fluoropyridine (Aldrich) (0.200 g, 0.982 mmol) in THF (3 mL) was added dropwise and the solution was stirred at −78° C. for 40 min before being treated with triisopropyl borate (Aldrich) (0.50 mL, 2.16 mmol) in THF (2 mL). After the addition, ... Reactants: CC1(N=CC2=C3C(C(CC2C1=O)=O)=NC(=N3)CCC3=CC=CC=C3)C (7,7-dimethyl-2-phenethyl-5H,7H-imidazo[4,5-h]isoquinoline-4,6-dione), BrCCCl (2-bromo-1-chloro-ethane), crude product. Product: CC1(N=CC2=C3C(C(C(C2C1=O)CCCl)=O)=NC(=N3)CCC3=CC=CC=C3)C (7,7-Dimethyl-2-phenethyl-5-(2-chloro-ethyl)-5H,7H-imidazo-[4,5-h]isoquinoline-4,6-dione). As a reaction SMILES: [CH3:1][C:2]1([CH3:25])[C:11](=[O:12])[CH:10]2[C:5](=[C:6]3[N:16]=[C:15]([CH2:17][CH2:18][C:19]4[CH:24]=[CH:23][CH:22]=[CH:21][CH:20]=4)[N:14]=[C:7]3[C:8](=[O:13])[CH2:9]2)[CH:4]=[N:3]1.Br[CH2:27][CH2:28][Cl:29]>>[CH3:1][C:2]1([CH3:25])[C:11](=[O:12])[CH:10]2[C:5](=[C:6]3[N:16]=[C:15]([CH2:17][CH2:18][C:19]4[CH:24]=[CH:23][CH:22]=[CH:21][CH:20]=4)[N:14]=[C:7]3[C:8](=[O:13])[CH:9]2[CH2:27][CH2:28][Cl:29])[CH:4]=[N:3]1. Reported procedure: Prepared analogous to Example 23 at room temperature from 4.3 gm of 7,7-dimethyl-2-phenethyl-5H,7H-imidazo[4,5-h]isoquinoline-4,6-dione and 2.2 gm of 2-bromo-1-chloro-ethane. The viscous oily crude product was directly further processed. Reactants: 2,2-dimethyl-4-hydroxypropanal, C(O)C(C)(CO)CO (trimethylolethane), C1(=CC=C(C=C1)S(=O)(=O)O)C (p-toluenesulfonic acid), C1(=CC=CC=C1)C (toluene). Solvent: O (water). Product: CC(C=O)(CO)C.C(O)C(C)(CO)CO (2,2-dimethyl-3-hydroxypropanal trimethylolethane). As a reaction SMILES: [CH2:1]([C:3]([CH2:7][OH:8])([CH2:5][OH:6])[CH3:4])[OH:2].C1(C)C=CC(S(O)(=O)=O)=CC=1.C1(C)C=CC=CC=1>O>[CH3:4][C:3]([CH3:7])([CH2:5][OH:6])[CH:1]=[O:2].[CH2:1]([C:3]([CH2:7][OH:8])([CH2:5][OH:6])[CH3:4])[OH:2] |f:4.5|. Reported procedure: 102.1 parts of 2,2-dimethyl-4-hydroxypropanal, 120 parts of trimethylolethane, 5 parts of p-toluenesulfonic acid and 400 parts of toluene were charged in the same reactor as in Synthesis Example 1. The reaction was carried out in the same manner as in Example 1 until 18 parts of water was formed. The reaction temperature was 92° to 115° C. The solvent was distilled off under reduced pressure and the residue was filtered out and then purified to obtain 2,2-dimethyl-3-hydroxypropanal/trimethylolet... Starting materials: COC=1C=C(C=C(C1OC)OC)C1=NC2=CC=CC=C2C(=N1)C(=O)O (2-(3,4,5-trimethoxyphenyl)quinazoline-4-carboxylic acid), Cl.FC=1C=C2CCNCC2=CC1 (6-fluoro-1,2,3,4-tetrahydroisoquinoline hydrochloride). The product is COC=1C=C(C=C(C1OC)OC)C1=NC2=CC=CC=C2C(=N1)C(=O)N1CC2=CC=C(C=C2CC1)F (2-[[2-(3,4,5-trimethoxyphenyl)quinazolin-4-yl]carbonyl]-6-fluoro-1,2,3,4-tetrahydroisoquinoline). Yield: 63.4%. Reaction SMILES: [CH3:1][O:2][C:3]1[CH:4]=[C:5]([C:13]2[N:22]=[C:21]([C:23](O)=[O:24])[C:20]3[C:15](=[CH:16][CH:17]=[CH:18][CH:19]=3)[N:14]=2)[CH:6]=[C:7]([O:11][CH3:12])[C:8]=1[O:9][CH3:10].Cl.[F:27][C:28]1[CH:29]=[C:30]2[C:35](=[CH:36][CH:37]=1)[CH2:34][NH:33][CH2:32][CH2:31]2>>[CH3:1][O:2][C:3]1[CH:4]=[C:5]([C:13]2[N:22]=[C:21]([C:23]([N:33]3[CH2:32][CH2:31][C:30]4[C:35](=[CH:36][CH:37]=[C:28]([F:27])[CH:29]=4)[CH2:34]3)=[O:24])[C:20]3[C:15](=[CH:16][CH:17]=[CH:18][CH:19]=3)[N:14]=2)[CH:6]=[C:7]([O:11][CH3:12])[C:8]=1[O:9][CH3:10] |f:1.2|. Reported procedure: Reaction of 2-(3,4,5-trimethoxyphenyl)quinazoline-4-carboxylic acid with 6-fluoro-1,2,3,4-tetrahydroisoquinoline hydrochloride gave compound 94 (63.4% yield). 1H NMR (300 MHz, DMSO-d6) δ 2.88 and 3.07 (2t, 2H), 3.54 and 4.05 (2t, 2H), 3.76-3.78 (2s, 3H), 3.87 and 3.92 (2s, 6H), 4.50 and 5.00 (2s, 2H), 6.93-7.14 (m, 2H), 7.38-7.91 (m, 4H), 7.99-8.18 (m, 3H); MS (ESI) m/z 474 ([M+H]+). The reactants are N#CC1CC(F)CN1C(=O)CBr, CC#N, CCN(C(C)C)C(C)C, NC12CCC(C(=O)OC3CCCCO3)(CC1)CC2. Yields the product N#CC1CC(F)CN1C(=O)CNC12CCC(C(=O)OC3CCCCO3)(CC1)CC2. As a reaction SMILES: [Br:28][CH2:29][C:30](=[O:31])[N:32]1[CH:33]([C:38]#[N:39])[CH2:34][CH:35]([F:37])[CH2:36]1.[CH3:40][C:41]#[N:42].[CH:19]([N:20]([CH:21]([CH3:22])[CH3:23])[CH2:24][CH3:25])([CH3:26])[CH3:27].[NH2:1][C:2]12[CH2:3][CH2:4][C:5]([C:10](=[O:11])[O:12][CH:13]3[O:14][CH2:15][CH2:16][CH2:17][CH2:18]3)([CH2:6][CH2:7]1)[CH2:8][CH2:9]2>>[NH:1]([C:2]12[CH2:3][CH2:4][C:5]([C:10](=[O:11])[O:12][CH:13]3[O:14][CH2:15][CH2:16][CH2:17][CH2:18]3)([CH2:6][CH2:7]1)[CH2:8][CH2:9]2)[CH2:29][C:30](=[O:31])[N:32]1[CH:33]([C:38]#[N:39])[CH2:34][CH:35]([F:37])[CH2:36]1.